This data is from the Open Reaction Database (ORD), a public repository of structured organic reaction records. The task is: describe an organic reaction: reactants, conditions, products, and yield Starting materials: NC1=CC=C(C=C1)[C@H]1[C@@H](C1)NC(OC(C)(C)C)=O (tert-butyl [trans-2-(4-aminophenyl)cyclopropyl]carbamate), C1(=CC=C(C=C1)C(=O)O)C1=CC=CC=C1 (biphenyl-4-carboxylic acid), Cl.C(C)N=C=NCCCN(C)C (N-ethyl-N′-(3-dimethylaminopropyl)carbodiimide hydrochloride), ON1N=NC2=C1C=CC=C2 (1-hydroxybenzotriazole). Run in C(C)#N (acetonitrile), C(C)N(CC)CC (triethylamine), O (water). Run at time 8 hour. Yields the product C(C)(C)(C)OC(N[C@H]1[C@@H](C1)C1=CC=C(C=C1)NC(=O)C1=CC=C(C=C1)C1=CC=CC=C1)=O (tert-butyl(trans-2-{4-[(biphenyl-4-ylcarbonyl)amino]phenyl}cyclopropyl)carbamate). Yield: 60.6%. As a reaction SMILES: [NH2:1][C:2]1[CH:7]=[CH:6][C:5]([C@@H:8]2[CH2:10][C@H:9]2[NH:11][C:12](=[O:18])[O:13][C:14]([CH3:17])([CH3:16])[CH3:15])=[CH:4][CH:3]=1.[C:19]1([C:28]2[CH:33]=[CH:32][CH:31]=[CH:30][CH:29]=2)[CH:24]=[CH:23][C:22]([C:25](O)=[O:26])=[CH:21][CH:20]=1.Cl.C(N=C=NCCCN(C)C)C.ON1C2C=CC=CC=2N=N1>C(#N)C.O.C(N(CC)CC)C>[C:14]([O:13][C:12](=[O:18])[NH:11][C@@H:9]1[CH2:10][C@H:8]1[C:5]1[CH:6]=[CH:7][C:2]([NH:1][C:25]([C:22]2[CH:23]=[CH:24][C:19]([C:28]3[CH:29]=[CH:30][CH:31]=[CH:32][CH:33]=3)=[CH:20][CH:21]=2)=[O:26])=[CH:3][CH:4]=1)([CH3:15])([CH3:17])[CH3:16] |f:2.3|. Procedure: To a solution of tert-butyl [trans-2-(4-aminophenyl)cyclopropyl]carbamate (150 mg) described in a document (J. Am. Chem. Soc., 2010, 132, 6827.) in acetonitrile (6 mL) were added biphenyl-4-carboxylic acid (100 mg), N-ethyl-N′-(3-dimethylaminopropyl)carbodiimide hydrochloride (116 mg), 1-hydroxybenzotriazole (82 mg) and triethylamine (84 μL). The mixture was stirred at room temperature overnight and water was added. The mixture was extracted with ethyl acetate, and the extract was washed with sa... The reactants are O (water), OC1=C(C2=C(C(C(=CO2)C2=CC(=C(C=C2)OC)OC)=O)C=C1)C (7-Hydroxy-8-methyl-3-(3,4-dimethoxyphenyl)-4H-1-benzopyran-4-one), C(Br)C1CO1 (epibromhydrine), C(=O)([O-])[O-].[K+].[K+] (K2CO3). The solvent is CN(C=O)C (dimethylformamide). The product is O1C(COC2=C(C3=C(C(C(=CO3)C3=CC(=C(C=C3)OC)OC)=O)C=C2)C)C1 (7-(2,3-epoxypropoxy)-8-methyl-3-(3,4-dimethoxyphenyl)-4H-1-benzopyran-4-one). Reaction SMILES: [OH:1][C:2]1[CH:22]=[CH:21][C:5]2[C:6](=[O:20])[C:7]([C:10]3[CH:15]=[CH:14][C:13]([O:16][CH3:17])=[C:12]([O:18][CH3:19])[CH:11]=3)=[CH:8][O:9][C:4]=2[C:3]=1[CH3:23].C([O-])([O-])=O.[K+].[K+].[CH2:30]([CH:32]1[O:34][CH2:33]1)Br.O>CN(C)C=O>[O:34]1[CH2:33][CH:32]1[CH2:30][O:1][C:2]1[CH:22]=[CH:21][C:5]2[C:6](=[O:20])[C:7]([C:10]3[CH:15]=[CH:14][C:13]([O:16][CH3:17])=[C:12]([O:18][CH3:19])[CH:11]=3)=[CH:8][O:9][C:4]=2[C:3]=1[CH3:23] |f:1.2.3|. Reported procedure: 7-Hydroxy-8-methyl-3-(3,4-dimethoxyphenyl)-4H-1-benzoyran-4-one [see example 12] (3.12 g) is dissolved in dimethylformamide (15 ml) and K2CO3 (3.5 g) is added to the solution. While stirring, epibromhydrine (2.47 g) is dropped into the mixture. After heating for 5 h at 60°, the content of the reaction flask is poured into water (500 ml) and the precipitated product is filtered off and recrystallized from ethanol. The product is dried in vacuo to constant weight to yield 7-(2,3-epoxypropoxy)-8-me...